This data is from the Open Reaction Database (ORD), a public repository of structured organic reaction records. The task is: describe an organic reaction: reactants, conditions, products, and yield Reactants: CON(C)C(=O)C1CCN(C(=O)OC(C)(C)C)C1, C1CCOC1, CC(C)C[AlH]CC(C)C, BrC1CCC1, I, [Mg]. The product is CC(C)(C)OC(=O)N1CCC(C(=O)C2CCC2)C1. Reaction SMILES: [C:17]([CH3:18])([CH3:19])([CH3:20])[O:21][C:22](=[O:23])[N:24]1[CH2:25][CH:26]([C:29]([N:30]([O:31][CH3:32])[CH3:33])=[O:34])[CH2:27][CH2:28]1.[CH2:35]1[O:36][CH2:37][CH2:38][CH2:39]1.[CH3:1][CH:2]([CH2:3][AlH:4][CH2:5][CH:6]([CH3:7])[CH3:8])[CH3:9].[CH:12]1([Br:16])[CH2:13][CH2:14][CH2:15]1.[I:11].[Mg:10]>>[CH:12]1([C:29]([CH:26]2[CH2:25][N:24]([C:22]([O:21][C:17]([CH3:18])([CH3:19])[CH3:20])=[O:23])[CH2:28][CH2:27]2)=[O:34])[CH2:13][CH2:14][CH2:15]1. The reactants are ClCCN1CCCC1, Cl, [H-], [Na+], CN(C)C=O, FC(F)(F)c1nnc2ccc(N3CCC(c4c[nH]c5ccccc45)CC3)nn12. The product is FC(F)(F)c1nnc2ccc(N3CCC(c4cn(CCN5CCCC5)c5ccccc45)CC3)nn12. As a reaction SMILES: [Cl:32][CH2:33][CH2:34][N:35]1[CH2:36][CH2:37][CH2:38][CH2:39]1.[ClH:31].[H-:1].[Na+:2].[O:40]=[CH:41][N:42]([CH3:43])[CH3:44].[nH:3]1[cH:4][c:5]([CH:12]2[CH2:13][CH2:14][N:15]([c:18]3[cH:19][cH:20][c:21]4[n:22]([n:23]3)[c:24]([C:27]([F:28])([F:29])[F:30])[n:25][n:26]4)[CH2:16][CH2:17]2)[c:6]2[cH:7][cH:8][cH:9][cH:10][c:11]12>>[n:3]1([CH2:33][CH2:34][N:35]2[CH2:36][CH2:37][CH2:38][CH2:39]2)[cH:4][c:5]([CH:12]2[CH2:13][CH2:14][N:15]([c:18]3[cH:19][cH:20][c:21]4[n:22]([n:23]3)[c:24]([C:27]([F:28])([F:29])[F:30])[n:25][n:26]4)[CH2:16][CH2:17]2)[c:6]2[cH:7][cH:8][cH:9][cH:10][c:11]12. The reactants are C(C)(C)(C)OC(=O)N1C(=C(C2=CC(=CC=C12)C(NCOC)=O)CCN(CCCCC1=CC=NC=C1)C(=O)OC(C)(C)C)C1=CC(=CC(=C1)C)C (3-{2-[tert-butoxycarbonyl-(4-pyridin-4-yl-butyl)amino]ethyl}-2-(3,5 -dimethylphenyl)-5-(methoxymethylcarbamoyl) indole-1-carboxylic acid tert-butyl ester), solution, C[Li] (methyllithium). The solvent is CCOCC (ether). Reaction conditions: time 45 minute. The product is C(C)(C)(C)OC(=O)N1C(=C(C2=CC(=CC=C12)C(C)=O)CCN(CCCCC1=CC=NC=C1)C(=O)OC(C)(C)C)C1=CC(=CC(=C1)C)C (5-acetyl-3-{2-[tert-butoxycarbonyl-(4-pyridin-4-yl-butyl)amino]ethyl}-2-(3,5-dimethylphenyl)indole-1-carboxylic acid tert-butyl ester). As a reaction SMILES: [C:1]([O:5][C:6]([N:8]1[C:16]2[C:11](=[CH:12][C:13]([C:17](=[O:22])NCOC)=[CH:14][CH:15]=2)[C:10]([CH2:23][CH2:24][N:25]([C:36]([O:38][C:39]([CH3:42])([CH3:41])[CH3:40])=[O:37])[CH2:26][CH2:27][CH2:28][CH2:29][C:30]2[CH:35]=[CH:34][N:33]=[CH:32][CH:31]=2)=[C:9]1[C:43]1[CH:48]=[C:47]([CH3:49])[CH:46]=[C:45]([CH3:50])[CH:44]=1)=[O:7])([CH3:4])([CH3:3])[CH3:2].[CH3:51][Li]>CCOCC>[C:1]([O:5][C:6]([N:8]1[C:16]2[C:11](=[CH:12][C:13]([C:17](=[O:22])[CH3:51])=[CH:14][CH:15]=2)[C:10]([CH2:23][CH2:24][N:25]([C:36]([O:38][C:39]([CH3:41])([CH3:40])[CH3:42])=[O:37])[CH2:26][CH2:27][CH2:28][CH2:29][C:30]2[CH:35]=[CH:34][N:33]=[CH:32][CH:31]=2)=[C:9]1[C:43]1[CH:44]=[C:45]([CH3:50])[CH:46]=[C:47]([CH3:49])[CH:48]=1)=[O:7])([CH3:3])([CH3:4])[CH3:2]. Procedure: To a solution of 3-{2-[tert-butoxycarbonyl-(4-pyridin-4-yl-butyl)amino]ethyl}-2-(3,5 -dimethylphenyl)-5-(methoxymethylcarbamoyl) indole-1-carboxylic acid tert-butyl ester (0.069 g in 3 mL dry tetrahydrofuran) at -10° C. was added 0.20 mL of a 1.5M solution of methyllithium in ether and the mixture stirred at low temperature. After 45 minutes, the reaction was quenched by the addition of saturated aqueous ammonium chloride and extracted with ethyl acatate. The organic portion was washed with brin... Starting materials: C(CCCCCCCC=C)O (9-Decen-1-ol), S([O-])(O)=O.[Na+] (sodium bisulfite), C[N+](C)(C)[O-] (trimethylamine-N-oxide), solution, CC(=O)C (acetone). Reagents/catalysts: [Os](=O)(=O)(=O)=O (osmium tetroxide). Run in C(C)(C)(C)O (t-butanol), C(C)(C)(C)O (t-butanol), O (water). Run at time 20 hour. Yields the product C(C(CCCCCCCCO)O)O (1,2,10-decanetriol). RXN SMILES: [CH2:1]([OH:11])[CH2:2][CH2:3][CH2:4][CH2:5][CH2:6][CH2:7]CC=C.[CH3:12][C:13]([CH3:15])=[O:14].C[N+]([O-:20])(C)C.S(=O)(O)[O-].[Na+]>C(O)(C)(C)C.[Os](=O)(=O)(=O)=O.O>[CH2:12]([OH:20])[CH:13]([OH:14])[CH2:15][CH2:7][CH2:6][CH2:5][CH2:4][CH2:3][CH2:2][CH2:1][OH:11] |f:3.4|. Procedure: 9-Decen-1-ol (25.0 g, 160 mmol) was dissolved in a solution made up of t-butanol (100 ml), acetone (90 ml) and water (10 ml). To this solution was added trimethylamine-N-oxide (26.6 g, 240 mmol) and 2 ml of a solution of osmium tetroxide (500 mg) in t-butanol (25 ml). The resulting solution was stirred 20 hours under nitrogen then 10% sodium bisulfite was added (50 ml). The mixture was concentrated, then taken up in trichloromethane and washed 2 times with water, dried with Na2SO4 and concentrat... The reactants are O=C([O-])O, C1CCOC1, CCOC(C)=O, O=C(CCl)N1CCSc2cc([N+](=O)[O-])ccc21, CC(C)(C)OC(=O)C1CCCN1, [Na+]. The product is CC(C)(C)OC(=O)C1CCCN1CC(=O)N1CCSc2cc([N+](=O)[O-])ccc21. RXN SMILES: [C:41](=[O:42])([OH:43])[O-:44].[CH2:30]1[O:31][CH2:32][CH2:33][CH2:34]1.[CH3:35][CH2:36][O:37][C:38]([CH3:39])=[O:40].[Cl:1][CH2:2][C:3](=[O:4])[N:5]1[c:6]2[c:7]([cH:11][c:12]([N+:15](=[O:16])[O-:17])[cH:13][cH:14]2)[S:8][CH2:9][CH2:10]1.[NH:18]1[CH:19]([C:23](=[O:24])[O:25][C:26]([CH3:27])([CH3:28])[CH3:29])[CH2:20][CH2:21][CH2:22]1.[Na+:45]>>[CH2:2]([C:3](=[O:4])[N:5]1[c:6]2[c:7]([cH:11][c:12]([N+:15](=[O:16])[O-:17])[cH:13][cH:14]2)[S:8][CH2:9][CH2:10]1)[N:18]1[CH:19]([C:23](=[O:24])[O:25][C:26]([CH3:27])([CH3:28])[CH3:29])[CH2:20][CH2:21][CH2:22]1.